Dataset: the Open Reaction Database (ORD), a public repository of structured organic reaction records. Task: describe an organic reaction: reactants, conditions, products, and yield The reactants are CC(C)(C)OC(=O)N1CC(C(=O)O)C1, CN(C(=O)c1ccc(Cl)cc1)C1CCNCC1c1ccc(Cl)c(Cl)c1, Cl. Product: CN(C(=O)c1ccc(Cl)cc1)C1CCN(C(=O)C2CN(C(=O)OC(C)(C)C)C2)CC1c1ccc(Cl)c(Cl)c1. Reaction SMILES: [C:27]([CH3:28])([CH3:29])([CH3:30])[O:31][C:32](=[O:33])[N:34]1[CH2:35][CH:36]([C:38](=[O:39])[OH:40])[CH2:37]1.[Cl:2][c:3]1[cH:4][cH:5][c:6]([C:7](=[O:8])[N:9]([CH3:10])[CH:11]2[CH:12]([c:17]3[cH:18][c:19]([Cl:24])[c:20]([Cl:23])[cH:21][cH:22]3)[CH2:13][NH:14][CH2:15][CH2:16]2)[cH:25][cH:26]1.[ClH:1]>>[Cl:2][c:3]1[cH:4][cH:5][c:6]([C:7](=[O:8])[N:9]([CH3:10])[CH:11]2[CH:12]([c:17]3[cH:18][c:19]([Cl:24])[c:20]([Cl:23])[cH:21][cH:22]3)[CH2:13][N:14]([C:38]([CH:36]3[CH2:35][N:34]([C:32]([O:31][C:27]([CH3:28])([CH3:29])[CH3:30])=[O:33])[CH2:37]3)=[O:39])[CH2:15][CH2:16]2)[cH:25][cH:26]1. Starting materials: Cc1cc(C#N)cc(C)c1Oc1nc(Nc2ccc(C#N)cc2)nc(Cl)c1Br, CON, [Na+], C1CCOC1, [OH-]. As a reaction SMILES: [Br:1][c:2]1[c:3]([O:18][c:19]2[c:20]([CH3:28])[cH:21][c:22]([C:26]#[N:27])[cH:23][c:24]2[CH3:25])[n:4][c:5]([NH:9][c:10]2[cH:11][cH:12][c:13]([C:14]#[N:15])[cH:16][cH:17]2)[n:6][c:7]1[Cl:8].[CH3:29][O:30][NH2:31].[Na+:33].[O:34]1[CH2:35][CH2:36][CH2:37][CH2:38]1.[OH-:32]>>[Br:1][c:2]1[c:3]([O:18][c:19]2[c:20]([CH3:28])[cH:21][c:22]([C:26]#[N:27])[cH:23][c:24]2[CH3:25])[n:4][c:5]([NH:9][c:10]2[cH:11][cH:12][c:13]([C:14]#[N:15])[cH:16][cH:17]2)[n:6][c:7]1[NH:31][O:30][CH3:29]. The product is CONc1nc(Nc2ccc(C#N)cc2)nc(Oc2c(C)cc(C#N)cc2C)c1Br. Product: C(C1=CC=CC=C1)OC(=O)NCC(=O)N(CC1=CC=C(C=C1)F)CC(OC)OC (N2-Benzyloxycarbonyl-N1-(2,2-dimethoxyethyl)-N1-(4-fluorobenzyl)-glycinamide). The reactants are COC(CNCC1=CC=C(C=C1)F)OC (N-(2,2-dimethoxyethyl)-N-(4-fluorobenzyl)amine), C(=O)(OCC1=CC=CC=C1)NCC(=O)O (N-CBZ-glycine), C(CCl)Cl (EDC), C=1C=CC2=C(C1)N=NN2O (HOBt). The solvent is CN(C)C=O (DMF), C(C)(C)N(C(C)C)CC (N,N-diisopropylethylamine). Reaction conditions: time 8 hour. RXN SMILES: [CH3:1][O:2][CH:3]([O:14][CH3:15])[CH2:4][NH:5][CH2:6][C:7]1[CH:12]=[CH:11][C:10]([F:13])=[CH:9][CH:8]=1.[C:16]([NH:26][CH2:27][C:28](O)=[O:29])([O:18][CH2:19][C:20]1[CH:25]=[CH:24][CH:23]=[CH:22][CH:21]=1)=[O:17].C(Cl)CCl.C1C=CC2N(O)N=NC=2C=1>CN(C=O)C.C(N(CC)C(C)C)(C)C>[CH2:19]([O:18][C:16]([NH:26][CH2:27][C:28]([N:5]([CH2:4][CH:3]([O:14][CH3:15])[O:2][CH3:1])[CH2:6][C:7]1[CH:8]=[CH:9][C:10]([F:13])=[CH:11][CH:12]=1)=[O:29])=[O:17])[C:20]1[CH:25]=[CH:24][CH:23]=[CH:22][CH:21]=1. Procedure: To a solution of N-(2,2-dimethoxyethyl)-N-(4-fluorobenzyl)amine (50.6 g, 237.3 mmol), N-CBZ-glycine (54.6 g, 260.8 mmol), EDC (50.0 g, 260.8 mmol), and HOBt (4.2 g, 27 mmol) in anhydrous DMF (500 mL), N,N-diisopropylethylamine (˜10 mL) was added until the solution is about pH 7. The reaction mixture was stirred at room temperature overnight and concentrated under vacuum. The residue was partitioned between dichloromethane (1 L) and water (250 mL). The organic extract was washed with brine, dried... The reactants are NC=1N=C(C(=NC1S(=O)(=O)C)C=1C=CC(N(N1)C(C)C)=O)C1=CC=CC=C1 (6-[5-Amino-6-(methylsulfonyl)-3-phenyl-2-pyrazinyl]-2-isopropyl-3(2H)-pyridazinone), [H-].[Na+] (NaH), CC(C)O (2-propanol), Cl (HCl). Run at temperature 27.5 celsius, time 30 minute. Product: NC=1N=C(C(=NC1OC(C)C)C=1C=CC(N(N1)C(C)C)=O)C1=CC=CC=C1 (6-(5-amino-6-isopropoxy-3-phenyl-2-pyrazinyl)-2-isopropyl-3(2H)-pyridazinone). As a reaction SMILES: [H-].[Na+].[NH2:3][C:4]1[N:5]=[C:6]([C:24]2[CH:29]=[CH:28][CH:27]=[CH:26][CH:25]=2)[C:7]([C:14]2[CH:15]=[CH:16][C:17](=[O:23])[N:18]([CH:20]([CH3:22])[CH3:21])[N:19]=2)=[N:8][C:9]=1S(C)(=O)=O.Cl.[CH3:31][CH:32]([OH:34])[CH3:33]>>[NH2:3][C:4]1[N:5]=[C:6]([C:24]2[CH:29]=[CH:28][CH:27]=[CH:26][CH:25]=2)[C:7]([C:14]2[CH:15]=[CH:16][C:17](=[O:23])[N:18]([CH:20]([CH3:22])[CH3:21])[N:19]=2)=[N:8][C:9]=1[O:34][CH:32]([CH3:33])[CH3:31] |f:0.1|. Procedure: In a sealed tube, NaH (60% in oil suspension) (31.1 mg) was added 2-propanol (0.6 ml) and the mixture was stirred at 25-30° C. for 30 minutes. 6-[5-Amino-6-(methylsulfonyl)-3-phenyl-2-pyrazinyl]-2-isopropyl-3(2H)-pyridazinone (150 mg) was added and the mixture was heated at 100-105° C. for 15 hours. After addition of 0.1N HCl (3 ml) was added to the mixture and an aqueous layer was removed by decantation to give a residue. The residue was purified by column chromatography on silica gel eluting w...